Dataset: the Open Reaction Database (ORD), a public repository of structured organic reaction records. Task: describe an organic reaction: reactants, conditions, products, and yield The reactants are ClC1=CC=C2C(=C(C=NC2=C1)C1=CC=C(C=C1)OC(F)(F)F)OCC (7-chloro-4-ethoxy-3-(4-(trifluoromethoxy)phenyl)quinoline), C(C)(C)(C)NCCCN (N-tert-butyl propane 1,3 diamine), C1(=CC=CC=C1)O (phenol). Solvent: C(C)OC(C)O (ethoxyethanol). The product is C(C)(C)(C)NCCCNC1=C(C=NC2=CC(=CC=C12)Cl)C1=CC=C(C=C1)OC(F)(F)F (N1-(tert-butyl)-N3-(7-chloro-3-(4-(trifluoromethoxy)phenyl)-quinolin-4-yl)-propane-1,3-diamine). The yield is 59.0%. As a reaction SMILES: [Cl:1][C:2]1[CH:11]=[C:10]2[C:5]([C:6](OCC)=[C:7]([C:12]3[CH:17]=[CH:16][C:15]([O:18][C:19]([F:22])([F:21])[F:20])=[CH:14][CH:13]=3)[CH:8]=[N:9]2)=[CH:4][CH:3]=1.[C:26]([NH:30][CH2:31][CH2:32][CH2:33][NH2:34])([CH3:29])([CH3:28])[CH3:27].C1(O)C=CC=CC=1>C(OC(O)C)C>[C:26]([NH:30][CH2:31][CH2:32][CH2:33][NH:34][C:6]1[C:5]2[C:10](=[CH:11][C:2]([Cl:1])=[CH:3][CH:4]=2)[N:9]=[CH:8][C:7]=1[C:12]1[CH:17]=[CH:16][C:15]([O:18][C:19]([F:22])([F:20])[F:21])=[CH:14][CH:13]=1)([CH3:29])([CH3:28])[CH3:27]. Procedure details: The first step involves the selective iodination of position 3 of the quinolone nucleus with iodine in the presence of n-butylamine in DMF to give 7-chloro-3-iodoquinolin-4-ol (B) according to the procedure of Hart (Hart, J Med Chem 49, 1101-1112 (2006) incorporated by reference herein), in approximately 59% yield. Without further purification, this material is converted cleanly to the corresponding 4,7-dichloro-3-iodoquinoline (C) in approximately 99% yield according to the procedure of Andersa... Reactants: [Al+3], Cc1cccc2c1C(=O)NC1CN(Cc3ccccc3)CC21, C1CCOC1, [H-], [H-], [H-], [H-], [Li+]. Product: Cc1cccc2c1CNC1CN(Cc3ccccc3)CC21. Reaction SMILES: [Al+3:24].[CH2:1]([c:2]1[cH:3][cH:4][cH:5][cH:6][cH:7]1)[N:8]1[CH2:9][CH:10]2[NH:11][C:12](=[O:22])[c:13]3[c:14]([CH3:21])[cH:15][cH:16][cH:17][c:18]3[CH:19]2[CH2:20]1.[CH2:29]1[O:30][CH2:31][CH2:32][CH2:33]1.[H-:23].[H-:26].[H-:27].[H-:28].[Li+:25]>>[CH2:1]([c:2]1[cH:3][cH:4][cH:5][cH:6][cH:7]1)[N:8]1[CH2:9][CH:10]2[NH:11][CH2:12][c:13]3[c:14]([CH3:21])[cH:15][cH:16][cH:17][c:18]3[CH:19]2[CH2:20]1. The reactants are CS(=O)(=O)OCC(C)N(C)C=1NC(N=C(C1)Cl)=O (2-((6-chloro-2-oxo-2,3-dihydropyrimidin-4-yl)(methyl)amino)propyl methanesulfonate), C(=O)([O-])[O-].[K+].[K+] (K2CO3). Run in C(C)#N (acetonitrile). Conditions: temperature 80 celsius, time 3 hour. The product is ClC=1C=C2N(C(N1)=O)CC(N2C)C (7-chloro-1,2-dimethyl-2,3-dihydroimidazo[1,2-c]pyrimidin-5(1H)-one). RXN SMILES: CS(O[CH2:6][CH:7]([N:9]([C:11]1[NH:12][C:13](=[O:18])[N:14]=[C:15]([Cl:17])[CH:16]=1)[CH3:10])[CH3:8])(=O)=O.C([O-])([O-])=O.[K+].[K+]>C(#N)C>[Cl:17][C:15]1[CH:16]=[C:11]2[N:9]([CH3:10])[CH:7]([CH3:8])[CH2:6][N:12]2[C:13](=[O:18])[N:14]=1 |f:1.2.3|. Procedure: A mixture of 2-((6-chloro-2-oxo-2,3-dihydropyrimidin-4-yl)(methyl)amino)propyl methanesulfonate (800 mg, 2.71 mmol) and K2CO3 (748 mg, 5.41 mmol) in acetonitrile (6 mL) was stirred at 80° C. for 3 h, cooled to room temperature and concentrated. Purification via Biotage Spla HPFC system (C18, mobile phase: 0.01% NH4HCO3/H2O, 10˜95% CH3CN, 9.5 min, 30 mL/min) afforded the title product as an orange solid. Starting materials: CC(=O)O (AcOH), NC=1C=C2C(=C(C(=NC2=CC1)C)C(=O)OC(C)(C)C)C1=CC=CC=C1 (tert-Butyl 6-amino-2-methyl-4-phenylquinoline-3-carboxylate), C1C(CC2=CC=CC=C12)=O (1H-inden-2(3H)-one), [BH-](OC(=O)C)(OC(=O)C)OC(=O)C.[Na+] (NaBH(OAc)3), [BH-](OC(=O)C)(OC(=O)C)OC(=O)C.[Na+] (NaBH(OAc)3). Run in ClCCCl (1,2-dichloroethane). Reaction conditions: time 2 hour. Product: C1C(CC2=CC=CC=C12)NC=1C=C2C(=C(C(=NC2=CC1)C)C(=O)OC(C)(C)C)C1=CC=CC=C1 (tert-Butyl 6-(2,3-dihydro-1H-inden-2-ylamino)-2-methyl-4-phenylquinoline-3-carboxylate). Isolated yield 70.6%. RXN SMILES: CC(O)=O.[NH2:5][C:6]1[CH:7]=[C:8]2[C:13](=[CH:14][CH:15]=1)[N:12]=[C:11]([CH3:16])[C:10]([C:17]([O:19][C:20]([CH3:23])([CH3:22])[CH3:21])=[O:18])=[C:9]2[C:24]1[CH:29]=[CH:28][CH:27]=[CH:26][CH:25]=1.[CH2:30]1[C:38]2[C:33](=[CH:34][CH:35]=[CH:36][CH:37]=2)[CH2:32][C:31]1=O.[BH-](OC(C)=O)(OC(C)=O)OC(C)=O.[Na+]>ClCCCl>[CH2:30]1[C:38]2[C:33](=[CH:34][CH:35]=[CH:36][CH:37]=2)[CH2:32][CH:31]1[NH:5][C:6]1[CH:7]=[C:8]2[C:13](=[CH:14][CH:15]=1)[N:12]=[C:11]([CH3:16])[C:10]([C:17]([O:19][C:20]([CH3:23])([CH3:21])[CH3:22])=[O:18])=[C:9]2[C:24]1[CH:29]=[CH:28][CH:27]=[CH:26][CH:25]=1 |f:3.4|. Procedure: A method of Abdel-Magid et al (J. Org. Chem., 61, 3849, 1996) was used: Glacial AcOH (0.25 ml) was added to a solution of the product of Step 2 (1.46 g, 4.4 mmol), 1H-inden-2(3H)-one (0.46 g, 4.5 mmol) and NaBH(OAc)3 (1.4 g, 6.55 mmol) in anhydrous 1,2-dichloroethane (17 ml). The resulting mixture was stirred overnight at room temperature under N2 and to it more of NaBH(OAc)3 (0.4 g, 1.9 mmol) was added. After 2 h of stirring at room temperature, the mixture was quenched by addition of 1N NaOH a... Starting materials: BrC=1C=C(C=CC1C#N)N[C@@H](C(=O)N)CC1=CC=CC=C1 ((R)-2-(3-bromo-4-cyanophenylamino)-3-phenylpropanamide), Cl.NC1=CC(=NS1)C (5-amino-3-methylisothiazole hydrochloride), C=1C=CC(=CC1)P(C=2C=CC=CC2)C3=CC=C4C=CC=CC4=C3C5=C6C=CC=CC6=CC=C5P(C=7C=CC=CC7)C=8C=CC=CC8 (BINAP), C(=O)([O-])[O-].[K+].[K+] (K2CO3). The reagents and catalysts are CC(=O)[O-].CC(=O)[O-].[Pd+2] (Pd(OAc)2). Solvent: O1CCOCC1 (dioxane). Run at time 18 hour. Product: C(#N)C1=C(C=C(C=C1)N[C@@H](C(=O)N)CC1=CC=CC=C1)NC1=CC(=NS1)C ((R)-2-(4-cyano-3-(3-methylisothiazol-5-ylamino)phenylamino)-3-phenylpropanamide), crude residue. As a reaction SMILES: Br[C:2]1[CH:3]=[C:4]([NH:10][C@H:11]([CH2:15][C:16]2[CH:21]=[CH:20][CH:19]=[CH:18][CH:17]=2)[C:12]([NH2:14])=[O:13])[CH:5]=[CH:6][C:7]=1[C:8]#[N:9].Cl.[NH2:23][C:24]1[S:28][N:27]=[C:26]([CH3:29])[CH:25]=1.C1C=CC(P(C2C(C3C(P(C4C=CC=CC=4)C4C=CC=CC=4)=CC=C4C=3C=CC=C4)=C3C(C=CC=C3)=CC=2)C2C=CC=CC=2)=CC=1.C([O-])([O-])=O.[K+].[K+]>O1CCOCC1.CC([O-])=O.CC([O-])=O.[Pd+2]>[C:8]([C:7]1[CH:6]=[CH:5][C:4]([NH:10][C@H:11]([CH2:15][C:16]2[CH:21]=[CH:20][CH:19]=[CH:18][CH:17]=2)[C:12]([NH2:14])=[O:13])=[CH:3][C:2]=1[NH:23][C:24]1[S:28][N:27]=[C:26]([CH3:29])[CH:25]=1)#[N:9] |f:1.2,4.5.6,8.9.10|. Procedure: A mixture of (R)-2-(3-bromo-4-cyanophenylamino)-3-phenylpropanamide (102 mg, 0.296 mmol), 5-amino-3-methylisothiazole hydrochloride (58 mg, 0.385 mmol), BINAP (25 mg, 0.040 mmol), Pd(OAc)2 (20 mg, 0.089 mmol) and K2CO3 (150 mg, 1.08 mmol) in dioxane (3 mL) was degassed with Ar, then was stirred at 120 C for 18 h. Water and EtOAc were added. After being filtered, the organic phase was separated, washed with 1N HCl, dried over Na2SO4, concentrated in vacuo to give (R)-2-(4-cyano-3-(3-methylisothia... As a reaction SMILES: [CH2:18]([CH3:19])[NH:20][CH2:21][CH3:22].[CH3:34][CH2:35][O:36][C:37]([CH3:38])=[O:39].[Cl:1][c:2]1[c:3]([C:4](=[O:5])[N:6]([CH3:7])[O:8][CH3:9])[cH:10][cH:11][c:12]([C:14]([F:15])([F:16])[F:17])[n:13]1.[K+:23].[K+:24].[O-:25][C:26]([O-:27])=[O:28].[O:29]=[CH:30][N:31]([CH3:32])[CH3:33]>>[c:2]1([N:20]([CH2:18][CH3:19])[CH2:21][CH3:22])[c:3]([C:4](=[O:5])[N:6]([CH3:7])[O:8][CH3:9])[cH:10][cH:11][c:12]([C:14]([F:15])([F:16])[F:17])[n:13]1. Product: CCN(CC)c1nc(C(F)(F)F)ccc1C(=O)N(C)OC. Starting materials: CCNCC, CCOC(C)=O, CON(C)C(=O)c1ccc(C(F)(F)F)nc1Cl, [K+], [K+], O=C([O-])[O-], CN(C)C=O. The reactants are CCOCC (ether), COC1=CC=C(C=CCCl)C=C1 (4-methoxy-cinnamyl chloride), NC=1SC=2CCNCCC2N1 (2-amino-4,5,7,8-tetrahydro-6H-thiazolo[5,4-d]azepine), C([O-])([O-])=O.[K+].[K+] (potassium carbonate). Solvent: C(Cl)(Cl)Cl (chloroform). Product: NC=1SC=2CCN(CCC2N1)CC=CC1=CC=C(C=C1)OC (2-Amino-6-(3-(4-methoxy-phenyl)allyl)-4,5,7,8-tetrahydro-6H-thiazolo[5,4-d]azepine). The yield is 10.0%. As a reaction SMILES: [CH3:1][O:2][C:3]1[CH:12]=[CH:11][C:6]([CH:7]=[CH:8][CH2:9]Cl)=[CH:5][CH:4]=1.[NH2:13][C:14]1[S:15][C:16]2[CH2:17][CH2:18][NH:19][CH2:20][CH2:21][C:22]=2[N:23]=1.C(=O)([O-])[O-].[K+].[K+].CCOCC>C(Cl)(Cl)Cl>[NH2:13][C:14]1[S:15][C:16]2[CH2:17][CH2:18][N:19]([CH2:9][CH:8]=[CH:7][C:6]3[CH:11]=[CH:12][C:3]([O:2][CH3:1])=[CH:4][CH:5]=3)[CH2:20][CH2:21][C:22]=2[N:23]=1 |f:2.3.4|. Reported procedure: Prepared from 4-methoxy-cinnamyl chloride and 1 equivalent of 2-amino-4,5,7,8-tetrahydro-6H-thiazolo[5,4-d]azepine in the presence of 1 equivalent of potassium carbonate in chloroform. Yield: 10% of theory, Melting point: 155-160° C. (ether). The product is C(C)(C)(C)C=1C=C2C=NN(C(C2=C(C1)F)=O)C1=C(C(=CC=C1)C1=NN(C(C(=C1)NC1=NC=C(C=C1)C(=O)N1CCC(CC1)(C)O)=O)C)CO (6-tert-butyl-8-fluoro-2-(2-hydroxymethyl-3-{5-[5-(4-hydroxy-4-methyl-piperidine-1-carbonyl)-pyridin-2-ylamino]-1-methyl-6-oxo-1,6-dihydro-pyridazin-3-yl}-phenyl)-2H-phthalazin-1-one). Solvent: O1CCOCC1 (dioxane). Yield: 13.7%. Reaction SMILES: C([O:4][CH2:5][C:6]1[C:11]([C:12]2[CH:17]=[C:16]([NH:18][C:19]3[CH:24]=[CH:23][C:22]([C:25]([N:27]4[CH2:32][CH2:31][C:30]([OH:34])([CH3:33])[CH2:29][CH2:28]4)=[O:26])=[CH:21][N:20]=3)[C:15](=[O:35])[N:14]([CH3:36])[N:13]=2)=[CH:10][CH:9]=[CH:8][C:7]=1[N:37]1[N:46]=[CH:45][C:44]2[C:39](=[C:40]([F:51])[CH:41]=[C:42]([C:47]([CH3:50])([CH3:49])[CH3:48])[CH:43]=2)[C:38]1=[O:52])(=O)C.[Li+].[OH-]>O1CCOCC1>[C:47]([C:42]1[CH:43]=[C:44]2[C:39](=[C:40]([F:51])[CH:41]=1)[C:38](=[O:52])[N:37]([C:7]1[CH:8]=[CH:9][CH:10]=[C:11]([C:12]3[CH:17]=[C:16]([NH:18][C:19]4[CH:24]=[CH:23][C:22]([C:25]([N:27]5[CH2:28][CH2:29][C:30]([OH:34])([CH3:33])[CH2:31][CH2:32]5)=[O:26])=[CH:21][N:20]=4)[C:15](=[O:35])[N:14]([CH3:36])[N:13]=3)[C:6]=1[CH2:5][OH:4])[N:46]=[CH:45]2)([CH3:48])([CH3:49])[CH3:50] |f:1.2|. Reaction conditions: temperature 25 celsius, time 5 hour. The reactants are C(C)(=O)OCC1=C(C=CC=C1C1=NN(C(C(=C1)NC1=NC=C(C=C1)C(=O)N1CCC(CC1)(C)O)=O)C)N1C(C2=C(C=C(C=C2C=N1)C(C)(C)C)F)=O (2-(6-tert-butyl-8-fluoro-1-oxophthalazin-2(1H)-yl)-6-(5-(5-(4-hydroxy-4-methylpiperidine-1-carbonyl)pyridin-2-ylamino)-1-methyl-6-oxo-1,6-dihydropyridazin-3-yl)benzyl acetate), [Li+].[OH-] (LiOH). Procedure: In a 250 mL round-bottomed flask, 2-(6-tert-butyl-8-fluoro-1-oxophthalazin-2(1H)-yl)-6-(5-(5-(4-hydroxy-4-methylpiperidine-1-carbonyl)pyridin-2-ylamino)-1-methyl-6-oxo-1,6-dihydropyridazin-3-yl)benzyl acetate (62 mg, 87.4 μmol) was combined with dioxane (5 ml) and 1M LiOH (1 ml) to give a brown solution. The reaction mixture was stirred at 25° C. for 5 h. The crude reaction mixture was concentrated in vacuo and partitioned between DCM and water. The aqueous layer was back-extracted with DCM (2×2...